From a dataset of the Open Reaction Database (ORD), a public repository of structured organic reaction records. describe an organic reaction: reactants, conditions, products, and yield The reactants are O=C([O-])[O-], CCCCI, [K+], [K+], OCCC1CCCCN1. The product is CCCCN1CCCCC1CCO. RXN SMILES: [C:15](=[O:16])([O-:17])[O-:18].[CH2:10]([CH2:11][CH2:12][CH3:13])[I:14].[K+:19].[K+:20].[NH:1]1[CH:2]([CH2:7][CH2:8][OH:9])[CH2:3][CH2:4][CH2:5][CH2:6]1>>[N:1]1([CH2:10][CH2:11][CH2:12][CH3:13])[CH:2]([CH2:7][CH2:8][OH:9])[CH2:3][CH2:4][CH2:5][CH2:6]1. Starting materials: ClCC=1OC2=C(C1)C=C(C=C2)OC=2SC1=C(N2)C=CC=C1 (2-(2-chloromethyl-benzofuran-5-yloxy)-benzothiazole), N1CCCCC1 (piperidine), C(=O)([O-])[O-].[K+].[K+] (K2CO3). Run in CC#N (MeCN). Run at temperature 55 celsius. The product is C(=O)O.N1(CCCCC1)CC=1OC2=C(C1)C=C(C=C2)OC=2SC1=C(N2)C=CC=C1 (2-(2-Piperidin-1-ylmethyl-benzofuran-5-yloxy)-benzothiazole formate). Isolated yield 67.0%. Reaction SMILES: [C:1]([O-])([O-:3])=[O:2].[K+].[K+].Cl[CH2:8][C:9]1[O:10][C:11]2[CH:17]=[CH:16][C:15]([O:18][C:19]3[S:20][C:21]4[CH:27]=[CH:26][CH:25]=[CH:24][C:22]=4[N:23]=3)=[CH:14][C:12]=2[CH:13]=1.[NH:28]1[CH2:33][CH2:32][CH2:31][CH2:30][CH2:29]1>CC#N>[CH:1]([OH:3])=[O:2].[N:28]1([CH2:8][C:9]2[O:10][C:11]3[CH:17]=[CH:16][C:15]([O:18][C:19]4[S:20][C:21]5[CH:27]=[CH:26][CH:25]=[CH:24][C:22]=5[N:23]=4)=[CH:14][C:12]=3[CH:13]=2)[CH2:33][CH2:32][CH2:31][CH2:30][CH2:29]1 |f:0.1.2,6.7|. Procedure details: To a suspension of K2CO3 (33 mg, 0.24 mmol) in MeCN (1 mL) was added 2-(2-chloromethyl-benzofuran-5-yloxy)-benzothiazole (27 mg, 0.08 mmol) and piperidine (5 mg, 0.09 mmol) and the reaction mixture was warmed (55° C., 12 h). The reaction mixture was filtered and concentrated and the resultant residue was purified by reverse phase HPLC to afford the title compound (22 mg, 67%). MS (ESI): mass calcd for C21H20N2O2S, 364.1; m/z found 365.1 [M+H]+. 1H NMR (400 MHz, CD3OD): 7.75 (d, J=8.0, 1H), 7.64 ...